From a dataset of the Open Reaction Database (ORD), a public repository of structured organic reaction records. describe an organic reaction: reactants, conditions, products, and yield The reactants are C(C1=CC=CC=C1)OC1=CC2=C(C=C(O2)C(C)=O)C=C1 (1-[6-(benzyloxy)-1-benzofuran-2-yl]ethanone), [BH4-].[Na+] (sodium borohydride), O (Water). Run in CO (methanol). Reaction conditions: time 1 hour. Product: C(C1=CC=CC=C1)OC1=CC2=C(C=C(O2)C(C)O)C=C1 (1-[6-(benzyloxy)-1-benzofuran-2-yl]ethanol). Yield: 70.6%. Reaction SMILES: [CH2:1]([O:8][C:9]1[CH:20]=[CH:19][C:12]2[CH:13]=[C:14]([C:16](=[O:18])[CH3:17])[O:15][C:11]=2[CH:10]=1)[C:2]1[CH:7]=[CH:6][CH:5]=[CH:4][CH:3]=1.[BH4-].[Na+].O>CO>[CH2:1]([O:8][C:9]1[CH:20]=[CH:19][C:12]2[CH:13]=[C:14]([CH:16]([OH:18])[CH3:17])[O:15][C:11]=2[CH:10]=1)[C:2]1[CH:3]=[CH:4][CH:5]=[CH:6][CH:7]=1 |f:1.2|. Procedure details: To a solution of 1-[6-(benzyloxy)-1-benzofuran-2-yl]ethanone (25.7 g, 96.6 mmol) in methanol (300 mL) was added sodium borohydride (3.67 g, 96.6 mmol) by small portions, and the mixture was stirred at room temperature for 1 hr. Water was added to the reaction mixture, and the solvent was evaporated. Ethyl acetate was added thereto, and the mixture was washed with water and saturated brine, and dried over anhydrous sodium sulfate. The solvent was evaporated under reduced pressure, and the obtaine...